From a dataset of the Open Reaction Database (ORD), a public repository of structured organic reaction records. describe an organic reaction: reactants, conditions, products, and yield The reagents and catalysts are [O-]CC.[Ti+4].[O-]CC.[O-]CC.[O-]CC (titanium(IV) ethoxide). RXN SMILES: [F:1][C:2]([F:18])([F:17])[C:3]1[CH:8]=[CH:7][C:6]([C:9]2[N:14]=[CH:13][C:12]([CH:15]=O)=[CH:11][N:10]=2)=[CH:5][CH:4]=1.[CH3:19][C:20]([S@@:23]([NH2:25])=[O:24])([CH3:22])[CH3:21].CO.C([O-])(O)=O.[Na+]>ClCCl.[O-]CC.[Ti+4].[O-]CC.[O-]CC.[O-]CC>[F:1][C:2]([F:18])([F:17])[C:3]1[CH:8]=[CH:7][C:6]([C:9]2[N:14]=[CH:13][C:12](/[CH:15]=[N:25]/[S@:23]([C:20]([CH3:22])([CH3:21])[CH3:19])=[O:24])=[CH:11][N:10]=2)=[CH:5][CH:4]=1 |f:3.4,6.7.8.9.10|. Run in ClCCl (dichloromethane). Procedure: 2-(4-trifluoromethyl-phenyl)-pyrimidine-5-carbaldehyde (35.25 g, 138.9 mmol) was suspended in anhydrous dichloromethane (470 mL) in a 3-necked 1 L flask with overhead stirrer, condenser and internal temperature. (S)-(−)-2-methyl-2-propanesulfinamide (17.13 g, 141.3 mmol) was added followed by titanium(IV) ethoxide (37.3 mL, 178 mmol). This gave a yellow solution which was heated to reflux for 3 h. The heating was discontinued and the reaction placed in an ice bath. When the internal temperature ... Product: FC(C1=CC=C(C=C1)C1=NC=C(C=N1)\C=N\[S@@](=O)C(C)(C)C)(F)F ((S)-2-methyl-propane-2-sulfinic acid 1-[2-(4-trifluoromethyl-phenyl)-pyrimidin-5-yl]-meth-(E)-ylideneamide). Conditions: time 2 hour. Starting materials: CC(C)(C)[S@](=O)N ((S)-(−)-2-methyl-2-propanesulfinamide), C(=O)(O)[O-].[Na+] (NaHCO3), FC(C1=CC=C(C=C1)C1=NC=C(C=N1)C=O)(F)F (2-(4-trifluoromethyl-phenyl)-pyrimidine-5-carbaldehyde), CO (methanol). Isolated yield 99.3%. Starting materials: ClC1=C(C=CC(=C1)Cl)C=1N=C(C(=NC1CC)N[C@H]1[C@H](CC2=CC=CC=C12)OCC)CC (5-(2,4-dichlorophenyl)-N-[(1R,2S)-2-ethoxy-2,3-dihydro-1H-inden-1-yl]-3,6-diethylpyrazin-2-amine), CN(C1=CC(=C(C=N1)C=1N=C(C(=NC1CC)N[C@H]1[C@H](CC2=CC=CC=C12)O)CC)C)C ((1R,2S)-1-({5-[6-(dimethylamino)-4-methylpyridin-3-yl]-3,6-diethylpyrazin-2-yl}amino)-2,3-dihydro-1H-inden-2-ol). The product is CN(C1=CC(=C(C=N1)C=1N=C(C(=NC1CC)N[C@H]1[C@H](CC2=CC=CC=C12)OCC)CC)C)C (5-[6-(dimethylamino)-4-methylpyridin-3-yl]-N-[(1R,2S)-2-ethoxy-2,3-dihydro-1H-inden-1-yl]-3,6-diethylpyrazin-2-amine). RXN SMILES: ClC1C=C(Cl)C=CC=1C1N=C(CC)C(N[C@@H:18]2[C:26]3[C:21](=[CH:22][CH:23]=[CH:24][CH:25]=3)[CH2:20][C@@H:19]2[O:27][CH2:28][CH3:29])=NC=1CC.[CH3:32][N:33]([CH3:62])[C:34]1[N:39]=[CH:38][C:37]([C:40]2[N:41]=[C:42]([CH2:59][CH3:60])[C:43]([NH:48][C@@H]3C4C(=CC=CC=4)C[C@@H]3O)=[N:44][C:45]=2[CH2:46][CH3:47])=[C:36]([CH3:61])[CH:35]=1>>[CH3:62][N:33]([CH3:32])[C:34]1[N:39]=[CH:38][C:37]([C:40]2[N:41]=[C:42]([CH2:59][CH3:60])[C:43]([NH:48][C@@H:18]3[C:26]4[C:21](=[CH:22][CH:23]=[CH:24][CH:25]=4)[CH2:20][C@@H:19]3[O:27][CH2:28][CH3:29])=[N:44][C:45]=2[CH2:46][CH3:47])=[C:36]([CH3:61])[CH:35]=1. Reported procedure: Following the procedure for the preparation of 5-(2,4-dichlorophenyl)-N-[(1R,2S)-2-ethoxy-2,3-dihydro-1H-inden-1-yl]-3,6-diethylpyrazin-2-amine but substituting (1R,2S)-1-({5-[6-(dimethylamino)-4-methylpyridin-3-yl]-3,6-diethylpyrazin-2-yl}amino)-2,3-dihydro-1H-inden-2-ol and making non-critical variations provided the title compound as a light golden amorphous solid. IR (diffuse reflectance) 3446, 2969, 2931, 2893, 2874, 1604, 1562, 1517, 1487, 1392, 1372, 1208, 1174, 1123, 1089 cm−1; OAMS supp...